This data is from the Open Reaction Database (ORD), a public repository of structured organic reaction records. The task is: describe an organic reaction: reactants, conditions, products, and yield Reactants: [Br-].[K+] (potassium bromide), C([O-])([O-])=O.[K+].[K+] (potassium carbonate), C(C=C)Br (allyl bromide), OC1=CC=C(C=C1)CCCO (3-(4-hydroxyphenyl)propanol). The solvent is CC(=O)C (acetone). Yields the product C(C=C)OC1=CC=C(C=C1)CCCO (3-(4-allyloxyphenyl) propanol). Yield: 79.9%. As a reaction SMILES: C(=O)([O-])[O-].[K+].[K+].[CH2:7](Br)[CH:8]=[CH2:9].[OH:11][C:12]1[CH:17]=[CH:16][C:15]([CH2:18][CH2:19][CH2:20][OH:21])=[CH:14][CH:13]=1.[Br-].[K+]>CC(C)=O>[CH2:7]([O:11][C:12]1[CH:13]=[CH:14][C:15]([CH2:18][CH2:19][CH2:20][OH:21])=[CH:16][CH:17]=1)[CH:8]=[CH2:9] |f:0.1.2,5.6|. Procedure details: Powdered potassium carbonate (4.14 g) and allyl bromide (3.99 g) were added to a stirred solution of 3-(4-hydroxyphenyl)propanol (4.56 g) in acetone (15 ml) under an atmosphere of argon. The mixture heated at reflux for 20 hours. After cooling to ambient temperature the solid potassium bromide was removed by filtration and washed with ether. The filtrate and washings were combined, washed with 2M aqueous sodium hydroxide (2×20 ml), water (1×20 ml), brine (20 ml), dried (MgSO4) and evaporated. Th... Reactants: CC(C)CC(C(=O)NN)C(CCCc1ccccc1)C(=O)OC(C)(C)C, CCOC(=O)C(C)(C)N=C=O, CC(C)CC(C(=O)NN1C(=O)NC(C)(C)C1=O)C(CCCc1ccccc1)C(=O)NOC1CCCCO1. The product is CC(C)CC(C(=O)NN1C(=O)NC(C)(C)C1=O)C(CCCc1ccccc1)C(=O)NO. Reaction SMILES: [C:38]([O:39][C:40]([CH:41]([CH:42]([CH2:43][CH:44]([CH3:45])[CH3:46])[C:47]([NH:48][NH2:49])=[O:50])[CH2:51][CH2:52][CH2:53][c:54]1[cH:55][cH:56][cH:57][cH:58][cH:59]1)=[O:60])([CH3:61])([CH3:62])[CH3:63].[N:64]([C:65]([CH3:66])([CH3:67])[C:68]([O:69][CH2:70][CH3:71])=[O:72])=[C:73]=[O:74].[O:1]1[CH2:2][CH2:3][CH2:4][CH2:5][CH:6]1[O:7][NH:8][C:9](=[O:10])[CH:11]([CH2:12][CH2:13][CH2:14][c:15]1[cH:16][cH:17][cH:18][cH:19][cH:20]1)[CH:21]([C:22](=[O:23])[NH:24][N:25]1[C:26](=[O:33])[NH:27][C:28]([CH3:31])([CH3:32])[C:29]1=[O:30])[CH2:34][CH:35]([CH3:36])[CH3:37]>>[OH:7][NH:8][C:9](=[O:10])[CH:11]([CH2:12][CH2:13][CH2:14][c:15]1[cH:16][cH:17][cH:18][cH:19][cH:20]1)[CH:21]([C:22](=[O:23])[NH:24][N:25]1[C:26](=[O:33])[NH:27][C:28]([CH3:31])([CH3:32])[C:29]1=[O:30])[CH2:34][CH:35]([CH3:36])[CH3:37]. Reactants: CCOC(=O)C(Cc1ccc(OCCC2CN(Cc3ccc(C(F)(F)F)cc3)C(=O)N2C)cc1)OC, CCO, [Na+], [OH-]. Yields the product COC(Cc1ccc(OCCC2CN(Cc3ccc(C(F)(F)F)cc3)C(=O)N2C)cc1)C(=O)O. Reaction SMILES: [CH2:1]([CH3:2])[O:3][C:4]([CH:5]([CH2:6][c:7]1[cH:8][cH:9][c:10]([O:13][CH2:14][CH2:15][CH:16]2[N:17]([CH3:33])[C:18](=[O:32])[N:19]([CH2:21][c:22]3[cH:23][cH:24][c:25]([C:28]([F:29])([F:30])[F:31])[cH:26][cH:27]3)[CH2:20]2)[cH:11][cH:12]1)[O:34][CH3:35])=[O:36].[CH3:39][CH2:40][OH:41].[Na+:38].[OH-:37]>>[O:3]=[C:4]([CH:5]([CH2:6][c:7]1[cH:8][cH:9][c:10]([O:13][CH2:14][CH2:15][CH:16]2[N:17]([CH3:33])[C:18](=[O:32])[N:19]([CH2:21][c:22]3[cH:23][cH:24][c:25]([C:28]([F:29])([F:30])[F:31])[cH:26][cH:27]3)[CH2:20]2)[cH:11][cH:12]1)[O:34][CH3:35])[OH:36]. Starting materials: FC(S(=O)(=O)OC1=NN(C2=C1C(=NC=C2)OC)C2CCCC2)(F)F (1-cyclopentyl-4-methoxy-1H-pyrazolo[4,3-c]pyridin-3-yl trifluoromethanesulfonate), C1(=CCCCC1)B1OC(C(O1)(C)C)(C)C (2-(cyclohex-1-en-1-yl)-4,4,5,5-tetramethyl-1,3,2-dioxaborolane), tetrakistriphenylphosphine palladium, C([O-])([O-])=O.[Na+].[Na+] (sodium carbonate), C(C)(=O)OCC (ethyl acetate). The solvent is COCCOC (DME), O (water), C1CCOC1 (THF). Run at time 5 minute. Yields the product C1(=CCCCC1)C1=NN(C2=C1C(=NC=C2)OC)C2CCCC2 (3-(cyclohex-1-en-1-yl)-1-cyclopentyl-4-methoxy-1H-pyrazolo[4,3-c]pyridine). Reaction SMILES: FC(F)(F)S(O[C:7]1[C:11]2[C:12]([O:16][CH3:17])=[N:13][CH:14]=[CH:15][C:10]=2[N:9]([CH:18]2[CH2:22][CH2:21][CH2:20][CH2:19]2)[N:8]=1)(=O)=O.[C:25]1(B2OC(C)(C)C(C)(C)O2)[CH2:30][CH2:29][CH2:28][CH2:27][CH:26]=1.C(=O)([O-])[O-].[Na+].[Na+].C(OCC)(=O)C>COCCOC.O.C1COCC1>[C:25]1([C:7]2[C:11]3[C:12]([O:16][CH3:17])=[N:13][CH:14]=[CH:15][C:10]=3[N:9]([CH:18]3[CH2:22][CH2:21][CH2:20][CH2:19]3)[N:8]=2)[CH2:30][CH2:29][CH2:28][CH2:27][CH:26]=1 |f:2.3.4|. Procedure: To a solution (1.0 mL) of 1-cyclopentyl-4-methoxy-1H-pyrazolo[4,3-c]pyridin-3-yl trifluoromethanesulfonate (29.2 mg) obtained in Step C of Example 12, 2-(cyclohex-1-en-1-yl)-4,4,5,5-tetramethyl-1,3,2-dioxaborolane (16.7 mg) and tetrakistriphenylphosphine palladium (18.5 mg) in DME was added 2N sodium carbonate (120 μl), and the mixture was reacted at 100° C. for 6 hr. To the reaction mixture were added ethyl acetate (4 mL), THF (1 mL) and water (1 mL), the mixture was stirred for 5 min, and the ... Starting materials: NC1=NC2=CC=C(C=C2C=C1N1CCOCC1)C1=C(C=CC=C1C#CC(C)(C)C)C(=O)N1CCCC1 ((2-(2-amino-3-morpholinoquinolin-6-yl)-3-(3,3-dimethylbut-1-ynyl)phenyl)(pyrrolidin-1-yl)methanone). The reagents and catalysts are [Pd] (palladium on activated carbon). Solvent: C(C)O (ethanol). Conditions: time 8 hour. The product is NC1=NC2=CC=C(C=C2C=C1N1CCOCC1)C1=C(C=CC=C1CCC(C)(C)C)C(=O)N1CCCC1 ((2-(2-amino-3-morpholinoquinolin-6-yl)-3-(3,3-dimethylbutyl)phenyl)(pyrrolidin-1-yl)methanone). Reaction SMILES: [NH2:1][C:2]1[C:11]([N:12]2[CH2:17][CH2:16][O:15][CH2:14][CH2:13]2)=[CH:10][C:9]2[C:4](=[CH:5][CH:6]=[C:7]([C:18]3[C:23]([C:24]#[C:25][C:26]([CH3:29])([CH3:28])[CH3:27])=[CH:22][CH:21]=[CH:20][C:19]=3[C:30]([N:32]3[CH2:36][CH2:35][CH2:34][CH2:33]3)=[O:31])[CH:8]=2)[N:3]=1>C(O)C.[Pd]>[NH2:1][C:2]1[C:11]([N:12]2[CH2:17][CH2:16][O:15][CH2:14][CH2:13]2)=[CH:10][C:9]2[C:4](=[CH:5][CH:6]=[C:7]([C:18]3[C:23]([CH2:24][CH2:25][C:26]([CH3:29])([CH3:28])[CH3:27])=[CH:22][CH:21]=[CH:20][C:19]=3[C:30]([N:32]3[CH2:33][CH2:34][CH2:35][CH2:36]3)=[O:31])[CH:8]=2)[N:3]=1. Procedure details: To a solution of (2-(2-amino-3-morpholinoquinolin-6-yl)-3-(3,3-dimethylbut-1-ynyl)phenyl)(pyrrolidin-1-yl)methanone (89 mg, 0.184 mmol, see Example 44) in ethanol (10 mL) was added palladium on activated carbon (10% wt; 150 mg). The reaction mixture was evacuated and backfilled with nitrogen gas. Then the reaction mixture was evacuated and backfilled with hydrogen gas. The reaction mixture was allowed to stir for 8 h at RT. The reaction mixture was filtered through a pad of celite. The solvent w... Reactants: Cl.COC(=O)CCNC(C1=CC(=C(C=C1)NCCCN1CCSCC1)[N+](=O)[O-])=O (3-nitro-4-(3-thiomorpholino-propylamino)-benzoic acid-[N-(2-methoxycarbonyl-ethyl)-amide]-hydrochloride), C(C)(=O)OCC.C(C)O (ethyl acetate ethanol). Yields the product COC(=O)C1CN(CCC1)C(C1=CC(=C(C=C1)NC)[N+](=O)[O-])=O (4-methylamino-3-nitro-benzoic acid-(3-methoxycarbonyl-piperidide)). As a reaction SMILES: Cl.[CH3:2][O:3][C:4]([CH2:6][CH2:7][NH:8][C:9](=[O:29])[C:10]1[CH:15]=[CH:14][C:13]([NH:16][CH2:17]CCN2CCSCC2)=[C:12]([N+:26]([O-:28])=[O:27])[CH:11]=1)=[O:5].C(O[CH2:34][CH3:35])(=O)C.[CH2:36](O)C>>[CH3:2][O:3][C:4]([CH:6]1[CH2:35][CH2:34][CH2:36][N:8]([C:9](=[O:29])[C:10]2[CH:15]=[CH:14][C:13]([NH:16][CH3:17])=[C:12]([N+:26]([O-:28])=[O:27])[CH:11]=2)[CH2:7]1)=[O:5] |f:0.1,2.3|. Reported procedure: The same procedure is used as in (1). Rf value: 0.67 (silica gel; ethyl acetate/ethanol=9:1)